From a dataset of the Open Reaction Database (ORD), a public repository of structured organic reaction records. describe an organic reaction: reactants, conditions, products, and yield The reactants are O1C(OCC1)C=1C=C(C=CC1)NC(C1=CN=CC(=C1)C)=O (N-(3-[1,3]dioxolan-2-yl-phenyl)-5-methyl-nicotinamide), Cl (HCl), [OH-].[Na+] (NaOH), O (Water). Solvent: O1CCOCC1 (dioxane), O1CCOCC1 (1,4-dioxane). Reaction conditions: temperature 60 celsius. The product is C(=O)C=1C=C(C=CC1)NC(C1=CN=CC(=C1)C)=O (N-(3-Formyl-phenyl)-5-methyl-nicotinamide). Reaction SMILES: [O:1]1CCO[CH:2]1[C:6]1[CH:7]=[C:8]([NH:12][C:13](=[O:21])[C:14]2[CH:19]=[C:18]([CH3:20])[CH:17]=[N:16][CH:15]=2)[CH:9]=[CH:10][CH:11]=1.Cl.O.[OH-].[Na+]>O1CCOCC1>[CH:2]([C:6]1[CH:7]=[C:8]([NH:12][C:13](=[O:21])[C:14]2[CH:19]=[C:18]([CH3:20])[CH:17]=[N:16][CH:15]=2)[CH:9]=[CH:10][CH:11]=1)=[O:1] |f:3.4|. Procedure: A solution of N-(3-[1,3]dioxolan-2-yl-phenyl)-5-methyl-nicotinamide (3.0 g, 10.55 mmol) in dioxane (50 mL) is treated with a 4M HCl in 1,4-dioxane (30 mL). The mixture is heated at 60° C. for 3 h. Water (100 mL) is added to the mixture followed by NaOH 2M (70 mL) solution to get pH 10. The mixture is extracted twice with EtOAc (100 mL). The combined organic phases are dried over MgSO4, filtered and evaporated. The crude title compound is obtained as a brownish solid (1.744 g. 69%) LC-MS A: tR=0....